Dataset: the Open Reaction Database (ORD), a public repository of structured organic reaction records. Task: describe an organic reaction: reactants, conditions, products, and yield Starting materials: C(CCCCCCCCCCCCCCC)OC(=O)C1C(CCCC1)C(=O)O (1,2-cyclohexanedicarboxylic acid monohexadecyl ester), solid, O1CCCC1 (tetrahydrofuran). Run at time 3 hour. Product: C(CCCCCCCCCCCCCCC)OC(=O)C1C(CCCC1)C(=O)OCC (cyclohexane-1,2-dicarboxylic acid monoethyl ester monohexadecyl ester). RXN SMILES: [CH2:1]([O:17][C:18]([CH:20]1[CH2:25][CH2:24][CH2:23][CH2:22][CH:21]1[C:26]([OH:28])=[O:27])=[O:19])[CH2:2][CH2:3][CH2:4][CH2:5][CH2:6][CH2:7][CH2:8][CH2:9][CH2:10][CH2:11][CH2:12][CH2:13][CH2:14][CH2:15][CH3:16].O1CC[CH2:31][CH2:30]1>>[CH2:1]([O:17][C:18]([CH:20]1[CH2:25][CH2:24][CH2:23][CH2:22][CH:21]1[C:26]([O:28][CH2:30][CH3:31])=[O:27])=[O:19])[CH2:2][CH2:3][CH2:4][CH2:5][CH2:6][CH2:7][CH2:8][CH2:9][CH2:10][CH2:11][CH2:12][CH2:13][CH2:14][CH2:15][CH3:16]. Procedure details: A mixture of 1,2-cyclohexanedicarboxylic acid monohexadecyl ester (white solid m.p.=54-55° C.) (8 g) (prepared from 1,2-cyclohexanedicarboxylic anhydride (1 eq), hexadecanol (1 eq), triethylamine (1 eq), in ethyl acetate at room temperature for 24 hours) in 50 ml of tetrahydrofuran was treated with oxalyl choloride (5 g) overnight at room temperature. After solvent removal in vacuuo the resultant acid chloride was dissolved in 50 ml of absolute ethanol, and sodium carbonate (2.2 g) was added. Th...